This data is from the Open Reaction Database (ORD), a public repository of structured organic reaction records. The task is: describe an organic reaction: reactants, conditions, products, and yield The reactants are FC1=C(C=CC(=C1)F)C(C(C(=O)O)(F)F)(CN1N=CN=C1)O (3-(2,4-difluorophenyl)-2,2-difluoro-3-hydroxy-4-(1H-1,2,4-triazol-1-yl)butyric acid), ON1C(CCC1=O)=O (N-hydroxysuccinimide), C(C)(=O)OCC (ethyl acetate), C1(CCCCC1)N=C=NC1CCCCC1 (N,N'-dicyclohexylcarbodiimide). Solvent: O1CCOCC1 (dioxane), O (water). Product: FC1=C(C=CC(=C1)F)C(C(C(=O)N)(F)F)(CN1N=CN=C1)O (3-(2,4-difluorophenyl)-2,2-difluoro-3-hydroxy-4-(1H-1,2,4-triazol-1-yl)butanamide). Yield: 23.4%. As a reaction SMILES: [F:1][C:2]1[CH:7]=[C:6]([F:8])[CH:5]=[CH:4][C:3]=1[C:9]([OH:22])([CH2:16][N:17]1[CH:21]=[N:20][CH:19]=[N:18]1)[C:10]([F:15])([F:14])[C:11](O)=[O:12].O[N:24]1C(=O)CCC1=O.C1(N=C=NC2CCCCC2)CCCCC1.C(OCC)(=O)C>O1CCOCC1.O>[F:1][C:2]1[CH:7]=[C:6]([F:8])[CH:5]=[CH:4][C:3]=1[C:9]([OH:22])([CH2:16][N:17]1[CH:21]=[N:20][CH:19]=[N:18]1)[C:10]([F:15])([F:14])[C:11]([NH2:24])=[O:12]. Procedure: In 20 ml of dioxane were dissolved 300 mg of 3-(2,4-difluorophenyl)-2,2-difluoro-3-hydroxy-4-(1H-1,2,4-triazol-1-yl)butyric acid and 110 mg of N-hydroxysuccinimide. To the resulting solution was added 200 mg of N,N'-dicyclohexylcarbodiimide. Then, the resulting mixture was subjected to reaction at 15°-25° C. for 3 hours. The reaction mixture was subjected to filtration to remove the insolubles, and 4.5 ml of a concentrated aqueous ammonia solution was added to the filtrate. The resulting mixture... Reactants: Br.BrCC(=O)C1=NC=CC=C1 (2-(Bromoacetyl)pyridine hydrobromide), C(C1=CC=CC=C1)NC(=S)N (1-benzyl-2-thiourea). The solvent is C(C)O (ethanol). The product is C(C1=CC=CC=C1)NC=1SC=C(N1)C1=NC=CC=C1 (N-benzyl-4-(pyridin-2-yl)thiazol-2-amine). Reaction SMILES: Br.Br[CH2:3][C:4]([C:6]1[CH:11]=[CH:10][CH:9]=[CH:8][N:7]=1)=O.[CH2:12]([NH:19][C:20]([NH2:22])=[S:21])[C:13]1[CH:18]=[CH:17][CH:16]=[CH:15][CH:14]=1>C(O)C>[CH2:12]([NH:19][C:20]1[S:21][CH:3]=[C:4]([C:6]2[CH:11]=[CH:10][CH:9]=[CH:8][N:7]=2)[N:22]=1)[C:13]1[CH:18]=[CH:17][CH:16]=[CH:15][CH:14]=1 |f:0.1|. Procedure: A solution of 2-(Bromoacetyl)pyridine hydrobromide (100 mg, 0.36 mmol) in ethanol (2 mL) was treated with 1-benzyl-2-thiourea (90 mg, 0.54 mmol). The resulting yellow solution was concentrated, and the crude residue was purified on reverse phase HPLC to produce N-benzyl-4-(pyridin-2-yl)thiazol-2-amine. Reactants: C(C)(C)N(C(C)C)CC (N,N-diisopropylethylamine), CC(C#C)(C)C (3,3-dimethylbut-1-yne), COC(C1=CC=C(C=C1)I)=O (4-iodobenzoic acid methyl ester). The reagents and catalysts are Cl[Pd]([P](C1=CC=CC=C1)(C2=CC=CC=C2)C3=CC=CC=C3)([P](C4=CC=CC=C4)(C5=CC=CC=C5)C6=CC=CC=C6)Cl (dichlorobis(triphenylphosphine)palladium(II)), [Cu](I)I (copper iodide). Solvent: O1CCOCC1 (1,4-dioxane). Reaction conditions: temperature 80 celsius, time 30 minute. Product: CC(C#CC1=CC=C(C(=O)O)C=C1)(C)C (4-(3,3-Dimethylbut-1-ynyl)benzoic acid). Yield: 54.6%. Reaction SMILES: C[O:2][C:3](=[O:11])[C:4]1[CH:9]=[CH:8][C:7](I)=[CH:6][CH:5]=1.C(N(CC)C(C)C)(C)C.[CH3:21][C:22]([CH3:26])([CH3:25])[C:23]#[CH:24]>O1CCOCC1.Cl[Pd](Cl)([P](C1C=CC=CC=1)(C1C=CC=CC=1)C1C=CC=CC=1)[P](C1C=CC=CC=1)(C1C=CC=CC=1)C1C=CC=CC=1.[Cu](I)I>[CH3:21][C:22]([CH3:26])([CH3:25])[C:23]#[C:24][C:7]1[CH:8]=[CH:9][C:4]([C:3]([OH:2])=[O:11])=[CH:5][CH:6]=1 |^1:35,54|. Reported procedure: The 4-iodobenzoic acid methyl ester (500 mg; 1.9 mmol) was suspended in 1,4-dioxane (3 ml) in a 5 ml reaction vial. To the vessel was added dichlorobis(triphenylphosphine)palladium(II) (44 mg; 3 mol %), copper iodide (7.5 mg), N,N-diisopropylethylamine (0.39 ml; 3.5 mmol) and 3,3-dimethylbut-1-yne (0.275 ml; 3.5 mmol). The vessel was sealed and the mixture was heated at 80° C. for 24 hrs. The solvents were evaporated to dryness and 20 ml of tetrahydrofuran and 20 ml of 10N NaOH was added. The mi... The reactants are C[Si](C)(C)[N-][Si](C)(C)C.[Na+] (sodium bis(trimethylsilyl)amide), OC1=C2C(OCC2=C(C(=C1C\C=C/1\[C@@H](CCC1)CC(=O)OCC)OC)C)=O (ethyl (E) 2-{2-[2-(1,3-dihydro -4-hydroxy-6-methoxy-7-methyl-3-oxoisobenzofuran-5-yl) ethylidene]cyclopent -1-(S)-yl}acetate), [Cl-].[NH4+] (ammonium chloride), CI (methyl iodide). Run in O1CCCC1 (tetrahydrofuran), CN1C(N(CCC1)C)=O (1,3-dimethyl-3,4,5,6-tetrahydro-2(1H)-pyrimidinone), O1CCCC1 (tetrahydrofuran), C(C)(=O)OCC (ethyl acetate). Conditions: time 30 minute. The product is OC1=C2C(OCC2=C(C(=C1C\C=C/1\[C@@H](CCC1)C(C(=O)OCC)C)OC)C)=O (ethyl (E) 2-{2-[2-(1,3-dihydro-4-hydroxy-6-methoxy-7-methyl-3-oxoisobenzofuran -5-yl)ethylidene]cyclopent-1-(S)-yl}propionate). As a reaction SMILES: C[Si]([N-][Si](C)(C)C)(C)C.[Na+].[OH:11][C:12]1[C:20]([CH2:21]/[CH:22]=[C:23]2/[C@H:24]([CH2:28][C:29]([O:31][CH2:32][CH3:33])=[O:30])[CH2:25][CH2:26][CH2:27]/2)=[C:19]([O:34][CH3:35])[C:18]([CH3:36])=[C:17]2[C:13]=1[C:14](=[O:37])[O:15][CH2:16]2.[CH3:38]I.[Cl-].[NH4+]>O1CCCC1.CN1CCCN(C)C1=O.C(OCC)(=O)C>[OH:11][C:12]1[C:20]([CH2:21]/[CH:22]=[C:23]2/[C@H:24]([CH:28]([CH3:38])[C:29]([O:31][CH2:32][CH3:33])=[O:30])[CH2:25][CH2:26][CH2:27]/2)=[C:19]([O:34][CH3:35])[C:18]([CH3:36])=[C:17]2[C:13]=1[C:14](=[O:37])[O:15][CH2:16]2 |f:0.1,4.5|. Reported procedure: To a solution of 1M sodium bis(trimethylsilyl)amide in tetrahydrofuran (31.7 ml ) and 1,3-dimethyl-3,4,5,6-tetrahydro-2(1H)-pyrimidinone (2.74 ml) at -78° C. was added ethyl (E) 2-{2-[2-(1,3-dihydro -4-hydroxy-6-methoxy-7-methyl-3-oxoisobenzofuran-5-yl) ethylidene]cyclopent -1-(S)-yl}acetate (3.39 g) in tetrahydrofuran (35 ml), over a period of 30 minutes. After an additional 30 minutes methyl iodide (2.25 ml) was added. After an additional two hours saturated aqueous ammonium chloride (10 ml) a... The reactants are CC(C)(C)OC(=O)c1ccc(Br)cc1NC(=O)c1cncc(-c2ccccc2)c1, CCOC(C)=O, COCCOC, O=[N+]([O-])c1ccccc1B(O)O, [Na+], [Na+], O=C([O-])[O-], O, O=C(O)CC(O)(CC(=O)O)C(=O)O, c1ccc(P(c2ccccc2)(c2ccccc2)[Pd](P(c2ccccc2)(c2ccccc2)c2ccccc2)(P(c2ccccc2)(c2ccccc2)c2ccccc2)P(c2ccccc2)(c2ccccc2)c2ccccc2)cc1. Product: CC(C)(C)OC(=O)c1ccc(-c2ccccc2[N+](=O)[O-])cc1NC(=O)c1cncc(-c2ccccc2)c1. RXN SMILES: [Br:19][c:20]1[cH:21][c:22]([NH:33][C:34](=[O:35])[c:36]2[cH:37][n:38][cH:39][c:40](-[c:42]3[cH:43][cH:44][cH:45][cH:46][cH:47]3)[cH:41]2)[c:23]([C:24](=[O:25])[O:26][C:27]([CH3:28])([CH3:29])[CH3:30])[cH:31][cH:32]1.[CH3:138][CH2:139][O:140][C:141](=[O:142])[CH3:143].[CH3:144][O:145][CH2:146][CH2:147][O:148][CH3:149].[N+:7](=[O:8])([O-:9])[c:10]1[c:11]([B:16]([OH:17])[OH:18])[cH:12][cH:13][cH:14][cH:15]1.[Na+:1].[Na+:2].[O-:3][C:4](=[O:5])[O-:6].[OH2:150].[OH:48][C:49]([CH2:50][C:51]([C:52](=[O:53])[OH:54])([CH2:55][C:56](=[O:57])[OH:58])[OH:59])=[O:60].[cH:61]1[cH:62][cH:63][c:64]([P:65]([Pd:66]([P:67]([c:68]2[cH:69][cH:70][cH:71][cH:72][cH:73]2)([c:74]2[cH:75][cH:76][cH:77][cH:78][cH:79]2)[c:80]2[cH:81][cH:82][cH:83][cH:84][cH:85]2)([P:86]([c:87]2[cH:88][cH:89][cH:90][cH:91][cH:92]2)([c:93]2[cH:94][cH:95][cH:96][cH:97][cH:98]2)[c:99]2[cH:100][cH:101][cH:102][cH:103][cH:104]2)[P:105]([c:106]2[cH:107][cH:108][cH:109][cH:110][cH:111]2)([c:112]2[cH:113][cH:114][cH:115][cH:116][cH:117]2)[c:118]2[cH:119][cH:120][cH:121][cH:122][cH:123]2)([c:124]2[cH:125][cH:126][cH:127][cH:128][cH:129]2)[c:130]2[cH:131][cH:132][cH:133][cH:134][cH:135]2)[cH:136][cH:137]1>>[N+:7](=[O:8])([O-:9])[c:10]1[c:11](-[c:20]2[cH:21][c:22]([NH:33][C:34](=[O:35])[c:36]3[cH:37][n:38][cH:39][c:40](-[c:42]4[cH:43][cH:44][cH:45][cH:46][cH:47]4)[cH:41]3)[c:23]([C:24](=[O:25])[O:26][C:27]([CH3:28])([CH3:29])[CH3:30])[cH:31][cH:32]2)[cH:12][cH:13][cH:14][cH:15]1. Starting materials: CC1=NC(=CC=C1)CN1CCCC1 (2-Methyl-6-(1-pyrrolidinylmethyl)pyridine). Isolated yield 62.8%. The solvent is C(C)(=O)O (acetic acid). Yields the product C[C@@H]1N[C@@H](CCC1)CN1CCCC1 (cis-2 Methyl-6-(1-pyrrolidinylmethyl)piperidine). The reagents and catalysts are [Pt]=O (platinum oxide). Procedure: A mixture of the product of stage (i) (1.0 g) and platinum oxide (0.25 g) in acetic acid was hydrogenated at 80 p.s.i. for 18 h. The catalyst was filtered off, and the filtrate was evaporated in vacuo. The residue was dissolved in dichloromethane and washed with 2N sodium hydroxide and water. The organic extracts were dried (MgSO4) and evaporated and the residue (1.0 g) was purified by chromatography on alumina (60 g, UGI) eluting with ether hexane (1:1) to give the title compound (0.65 g) as an... RXN SMILES: [CH3:1][C:2]1[CH:7]=[CH:6][CH:5]=[C:4]([CH2:8][N:9]2[CH2:13][CH2:12][CH2:11][CH2:10]2)[N:3]=1>C(O)(=O)C.[Pt]=O>[CH3:1][C@H:2]1[CH2:7][CH2:6][CH2:5][C@@H:4]([CH2:8][N:9]2[CH2:13][CH2:12][CH2:11][CH2:10]2)[NH:3]1. Reaction conditions: time 18 hour.